Dataset: the Open Reaction Database (ORD), a public repository of structured organic reaction records. Task: describe an organic reaction: reactants, conditions, products, and yield Procedure details: A solution of 2-benzylmethylamino-2-methyl-propionitrile (6.7 g.) in ether (100 ml.) was added dropwise to a stirred solution of sodium dihydro bis[2-methoxyethoxy] aluminate (28.5 g.) in ether (150 ml.), kept at 0°C. The mixture was then gently refluxed for 20 hrs, and then excess reducing agent was decomposed by the dropwise addition of water to the cooled suspension. The mixture was dried (anhyd.Na2SO4), filtered (hyflo) and the excess ether evaporated under reduced pressure. The residual liq... RXN SMILES: [CH2:1]([CH2:8][NH:9][C:10]([CH3:14])([CH3:13])[C:11]#[N:12])[C:2]1[CH:7]=[CH:6][CH:5]=[CH:4][CH:3]=1.O>CCOCC>[CH2:1]([CH2:8][NH:9][C:10]([CH3:14])([CH3:13])[CH2:11][NH2:12])[C:2]1[CH:7]=[CH:6][CH:5]=[CH:4][CH:3]=1. The reactants are O (water), C(C1=CC=CC=C1)CNC(C#N)(C)C (2-benzylmethylamino-2-methyl-propionitrile), sodium dihydro bis[2-methoxyethoxy] aluminate. Solvent: CCOCC (ether), CCOCC (ether). Isolated yield 55.5%. The product is C(C1=CC=CC=C1)CNC(CN)(C)C (2-benzylmethylamino-2-methyl-propylamine). Starting materials: COC(=O)C1=CC=C(C=2N=C(SC21)N)OC (2-amino-4-methoxy-benzothiazole-7-carboxylic acid methyl ester), FC1=CC=C(C(=O)Cl)C=C1 (4-fluoro-benzoyl chloride). Product: COC(=O)C1=CC=C(C=2N=C(SC21)NC(C2=CC=C(C=C2)F)=O)OC (2-(4-Fluoro-benzoylamino)-4-methoxy-benzothiazole-7-carboxylic acid methyl ester). As a reaction SMILES: [CH3:1][O:2][C:3]([C:5]1[C:13]2[S:12][C:11]([NH2:14])=[N:10][C:9]=2[C:8]([O:15][CH3:16])=[CH:7][CH:6]=1)=[O:4].[F:17][C:18]1[CH:26]=[CH:25][C:21]([C:22](Cl)=[O:23])=[CH:20][CH:19]=1>>[CH3:1][O:2][C:3]([C:5]1[C:13]2[S:12][C:11]([NH:14][C:22](=[O:23])[C:21]3[CH:25]=[CH:26][C:18]([F:17])=[CH:19][CH:20]=3)=[N:10][C:9]=2[C:8]([O:15][CH3:16])=[CH:7][CH:6]=1)=[O:4]. Reported procedure: Using 2-amino-4-methoxy-benzothiazole-7-carboxylic acid methyl ester and 4-fluoro-benzoyl chloride the title compound was obtained as a white solid (91% yield), MS: m/e=361.1 (M+H+). As a reaction SMILES: Br[C:2]1[C:3]([O:11][CH2:12][C:13]([F:16])([F:15])[F:14])=[N:4][CH:5]=[C:6]([N+:8]([O-:10])=[O:9])[CH:7]=1.[C:17]1(B2OC(C)(C)C(C)(C)O2)[CH2:22][CH2:21][CH2:20][CH2:19][CH:18]=1>>[C:17]1([C:2]2[C:3]([O:11][CH2:12][C:13]([F:16])([F:15])[F:14])=[N:4][CH:5]=[C:6]([N+:8]([O-:10])=[O:9])[CH:7]=2)[CH2:22][CH2:21][CH2:20][CH2:19][CH:18]=1. The yield is 54.1%. Reactants: BrC=1C(=NC=C(C1)[N+](=O)[O-])OCC(F)(F)F (3-bromo-5-nitro-2-(2,2,2-trifluoro-ethoxy)-pyridine), C1(=CCCCC1)B1OC(C(O1)(C)C)(C)C (2-(1-cyclohexen-1-yl)-4,4,5,5-tetramethyl-1,3,2-dioxaborolane). Product: C1(=CCCCC1)C=1C(=NC=C(C1)[N+](=O)[O-])OCC(F)(F)F (3-Cyclohex-1-enyl-5-nitro-2-(2,2,2-trifluoro-ethoxy)-pyridine). Reported procedure: This compound was prepared following the same procedure as described for Example 1b using 3-bromo-5-nitro-2-(2,2,2-trifluoro-ethoxy)-pyridine (Example 1a, 1 g, 3.18 mmol) and 2-(1-cyclohexen-1-yl)-4,4,5,5-tetramethyl-1,3,2-dioxaborolane (CAN 141091-37-4, 0.73 g, 3.5 mmol) as starting materials. The title compound (520 mg, 54.0%) was isolated as off white solid; NMR complies. The reactants are C(C)(C)(C)C=1C=C(C=CC1)NC(C1=C(C=C(C=C1)N1CCNCC1)C)=O (N-(3-tert-butyl-phenyl)-2-methyl-4-piperazin-1-yl-benzamide), BrC1=CC=C(C(=O)O)C=C1 (4-bromo benzoic acid), C(C)(C)(C)C=1C=C(C=CC1)NC(=O)C1=CC(=C(C=C1)N1CCN(CC1)C1=CC=C(C(=O)O)C=C1)F (4-{4-[4-(3-tert-butyl-phenylcarbamoyl)-2-fluoro-phenyl]-piperazin-1-yl}-benzoic acid). The product is C(C)(C)(C)C=1C=C(C=CC1)NC(=O)C1=C(C=C(C=C1)N1CCN(CC1)C1=CC=C(C(=O)O)C=C1)C (4-{4-[4-(3-tert-Butyl-phenylcarbamoyl)-3-methyl-phenyl]-piperazin-1-yl}-benzoic acid). Reaction SMILES: [C:1]([C:5]1[CH:6]=[C:7]([NH:11][C:12](=[O:26])[C:13]2[CH:18]=[CH:17][C:16]([N:19]3[CH2:24][CH2:23][NH:22][CH2:21][CH2:20]3)=[CH:15][C:14]=2[CH3:25])[CH:8]=[CH:9][CH:10]=1)([CH3:4])([CH3:3])[CH3:2].Br[C:28]1[CH:36]=[CH:35][C:31]([C:32]([OH:34])=[O:33])=[CH:30][CH:29]=1.C(C1C=C(NC(C2C=CC(N3CCN(C4C=CC(C(O)=O)=CC=4)CC3)=C(F)C=2)=O)C=CC=1)(C)(C)C>>[C:1]([C:5]1[CH:6]=[C:7]([NH:11][C:12]([C:13]2[CH:18]=[CH:17][C:16]([N:19]3[CH2:24][CH2:23][N:22]([C:28]4[CH:36]=[CH:35][C:31]([C:32]([OH:34])=[O:33])=[CH:30][CH:29]=4)[CH2:21][CH2:20]3)=[CH:15][C:14]=2[CH3:25])=[O:26])[CH:8]=[CH:9][CH:10]=1)([CH3:4])([CH3:3])[CH3:2]. Procedure details: 4-{4-[4-(3-tert-Butyl-phenylcarbamoyl)-3-methyl-phenyl]-piperazin-1-yl}-benzoic acid was synthesized by the coupling of N-(3-tert-butyl-phenyl)-2-methyl-4-piperazin-1-yl-benzamide and 4-bromo benzoic acid in a manner similar to the one described in the synthesis of 4-{4-[4-(3-tert-butyl-phenylcarbamoyl)-2-fluoro-phenyl]-piperazin-1-yl}-benzoic acid above. LCMS calcd for C29H33N3O3 (m/e) 471, obsd 472 (M+H). Starting materials: FC(C=1C=C(CNCCCO)C=C(C1)C(F)(F)F)(F)F (N-[3,5-bis(trifluoromethyl)benzyl]-N-(3-hydroxypropyl)amine), ClC1=NC=CC(=C1C(=O)O)C1=CC=CC=C1 (2-chloro-4-phenyl-3-pyridinecarboxylic acid), FC(C=1C=C(CNCCO)C=C(C1)C(F)(F)F)(F)F (N-[3,5-bis(trifluoromethyl)benzyl]-N-(2-hydroxyethyl)amine), ClC1=NC(=CC(=C1C(=O)O)C1=CC=CC=C1)C (2-chloro-6-methyl-4-phenyl-3-pyridinecarboxylic acid). Yields the product FC(C=1C=C(CN(C(=O)C=2C(=NC(=CC2C2=CC=CC=C2)C)Cl)CCCO)C=C(C1)C(F)(F)F)(F)F (N-[3,5-Bis(trifluoromethyl)benzyl]-2-chloro-N-(3-hydroxypropyl)-6-methyl-4-phenyl-3-pyridinecarboxamide). As a reaction SMILES: [Cl:1][C:2]1[C:7]([C:8]([OH:10])=O)=[C:6]([C:11]2[CH:16]=[CH:15][CH:14]=[CH:13][CH:12]=2)[CH:5]=[C:4]([CH3:17])[N:3]=1.[F:18][C:19]([F:37])([F:36])[C:20]1[CH:21]=[C:22]([CH:29]=[C:30]([C:32]([F:35])([F:34])[F:33])[CH:31]=1)[CH2:23][NH:24][CH2:25][CH2:26][CH2:27][OH:28].ClC1C(C(O)=O)=C(C2C=CC=CC=2)C=CN=1.FC(F)(F)C1C=C(C=C(C(F)(F)F)C=1)CNCCO>>[F:18][C:19]([F:36])([F:37])[C:20]1[CH:21]=[C:22]([CH:29]=[C:30]([C:32]([F:33])([F:35])[F:34])[CH:31]=1)[CH2:23][N:24]([CH2:25][CH2:26][CH2:27][OH:28])[C:8]([C:7]1[C:2]([Cl:1])=[N:3][C:4]([CH3:17])=[CH:5][C:6]=1[C:11]1[CH:16]=[CH:15][CH:14]=[CH:13][CH:12]=1)=[O:10]. Procedure details: The same process as in Step 2 in Reference Example 12 was repeated, except that 2-chloro-6-methyl-4-phenyl-3-pyridinecarboxylic acid was reacted with N-[3,5-bis(trifluoromethyl)benzyl]-N-(3-hydroxypropyl)amine in place of reacting 2-chloro-4-phenyl-3-pyridinecarboxylic acid with N-[3,5-bis(trifluoromethyl)benzyl]-N-(2-hydroxyethyl)amine, to obtain the entitled compound as a pale-yellow, oily substance. The reactants are ClC1=C(C=C(C=C1F)C(=C)C(F)(F)F)F (2-chloro-1,3-difluoro-5-(3,3,3-trifluoroprop-1-en-2-yl)benzene), TEA, Cl (HCl), OB1OC(C2=C1C=CC(=C2)/C=N/O)(C)C ((E)-1-hydroxy-3,3-dimethyl-1,3-dihydrobenzo[c][1,2]oxaborole-5-carbaldehyde oxime), C1CC(=O)N(C1=O)Cl (NCS). The solvent is CN(C)C=O (DMF), O (water), CN(C)C=O (DMF). Conditions: temperature 45 celsius, time 2.5 hour. Product: ClC1=C(C=C(C=C1F)C1(CC(=NO1)C1=CC2=C(B(OC2(C)C)O)C=C1)C(F)(F)F)F (5-(5-(4-Chloro-3,5-difluorophenyl)-5-(trifluoromethyl)-4,5-dihydroisoxazol-3-yl)-3,3-dimethylbenzo[c][1,2]oxaborol-1(3H)-ol). The yield is 34.4%. As a reaction SMILES: [OH:1][B:2]1[C:6]2[CH:7]=[CH:8][C:9](/[CH:11]=[N:12]/[OH:13])=[CH:10][C:5]=2[C:4]([CH3:15])([CH3:14])[O:3]1.C1C(=O)N(Cl)C(=O)C1.[Cl:24][C:25]1[C:30]([F:31])=[CH:29][C:28]([C:32]([C:34]([F:37])([F:36])[F:35])=[CH2:33])=[CH:27][C:26]=1[F:38].Cl>CN(C=O)C.O>[Cl:24][C:25]1[C:26]([F:38])=[CH:27][C:28]([C:32]2([C:34]([F:37])([F:35])[F:36])[O:13][N:12]=[C:11]([C:9]3[CH:8]=[CH:7][C:6]4[B:2]([OH:1])[O:3][C:4]([CH3:15])([CH3:14])[C:5]=4[CH:10]=3)[CH2:33]2)=[CH:29][C:30]=1[F:31]. Procedure: To a solution of (E)-1-hydroxy-3,3-dimethyl-1,3-dihydrobenzo[c][1,2]oxaborole-5-carbaldehyde oxime (200 mg, 0.98 mmol) in DMF (7 mL) at rt was added NCS (157 mg, 1.17 mmol). The reaction mixture was warmed to 45° C., stirred for 2.5 h and cooled to rt. This mixture was added dropwise to a solution of 2-chloro-1,3-difluoro-5-(3,3,3-trifluoroprop-1-en-2-yl)benzene (237 mg, 0.98 mmol) and TEA (218 mg, 2.16 mmol) in DMF (7 mL) at 0° C. The mixture was stirred at this temperature for 1 h, and then at... Starting materials: [Pd](Cl)Cl (palladium chloride), O (water), Cl (hydrochloric acid), C1(=C(C=CC=C1)P(C1=C(C=CC=C1)C)C1=C(C=CC=C1)C)C (tri(ortho-tolyl)phosphine). Solvent: C(C)O (ethanol). The product is [Pd](Cl)Cl.C1(=C(C=CC=C1)P(C1=C(C=CC=C1)C)C1=C(C=CC=C1)C)C.C1(=C(C=CC=C1)P(C1=C(C=CC=C1)C)C1=C(C=CC=C1)C)C (bis[tri(ortho-tolyl)phosphine] palladium chloride). Isolated yield 87.4%. Reaction SMILES: [Pd:1]([Cl:3])[Cl:2].O.Cl.[C:6]1([CH3:27])[CH:11]=[CH:10][CH:9]=[CH:8][C:7]=1[P:12]([C:20]1[CH:25]=[CH:24][CH:23]=[CH:22][C:21]=1[CH3:26])[C:13]1[CH:18]=[CH:17][CH:16]=[CH:15][C:14]=1[CH3:19]>C(O)C>[Pd:1]([Cl:3])[Cl:2].[C:6]1([CH3:27])[CH:11]=[CH:10][CH:9]=[CH:8][C:7]=1[P:12]([C:20]1[CH:25]=[CH:24][CH:23]=[CH:22][C:21]=1[CH3:26])[C:13]1[CH:18]=[CH:17][CH:16]=[CH:15][C:14]=1[CH3:19].[C:6]1([CH3:27])[CH:11]=[CH:10][CH:9]=[CH:8][C:7]=1[P:12]([C:20]1[CH:25]=[CH:24][CH:23]=[CH:22][C:21]=1[CH3:26])[C:13]1[CH:18]=[CH:17][CH:16]=[CH:15][C:14]=1[CH3:19] |f:5.6.7|. Procedure: Into a 1-l round flask 10.65 g (0.06 mole) of palladium chloride, 300 ml of water and 30 ml of concentrated hydrochloric acid were introduced, and after dissolving the solid material uniformly with agitation, 36.5 g (0.12 mole) of tri(ortho-tolyl)phosphine were added to the mixed solution, and after further introducing 300 ml of ethanol, the mixed solution was refluxed under heating for 2.5 hours. After cooling, the reaction mixture was filtered and the filtrate was washed with ethanol and then ... Conditions: time 40 minute. Reactants: C1(=CC=CC=C1)C(CC(=O)OCC)(CC(=O)OCC)C1=CC=CC=C1 (diethyl 3,3-diphenylglutarate), CO (methanol), CC(=O)CCC(=O)C (Acan), ( 6 ), CC(C)C[AlH]CC(C)C (DIBAL). Procedure: To a rapidly stirring solution of 14.24 g(0.04 mole) of diethyl 3,3-diphenylglutarate, prepared by the method of H. Ivanov and I. Anghelova, Comptes Rendus Acan. Bul. Sci., 18 (6), 529-32(1965), in 320ml of dry toluene at -78° C. under argon was added 61.12 ml (0.11 mole) of 1.86M DIBAL in toluene solution (Aldrich) over a period of 4 minutes. After 40 minutes, 40 ml of methanol was added over 4 minutes to the -78° C., stirring reaction mixture. After an additional 5 minutes of stirring, 80 ml o... As a reaction SMILES: [C:1]1([C:7]([C:20]2[CH:25]=[CH:24][CH:23]=[CH:22][CH:21]=2)([CH2:14][C:15](OCC)=[O:16])[CH2:8][C:9](OCC)=[O:10])[CH:6]=[CH:5][CH:4]=[CH:3][CH:2]=1.CC(CCC(C)=O)=O.CC(C[AlH]CC(C)C)C.CO>C1(C)C=CC=CC=1.O>[C:1]1([C:7]([C:20]2[CH:25]=[CH:24][CH:23]=[CH:22][CH:21]=2)([CH2:8][CH:9]=[O:10])[CH2:14][CH:15]=[O:16])[CH:2]=[CH:3][CH:4]=[CH:5][CH:6]=1. The solvent is O (water), C1(=CC=CC=C1)C (toluene), C1(=CC=CC=C1)C (toluene). Yields the product C1(=CC=CC=C1)C(CC=O)(CC=O)C1=CC=CC=C1 (3,3-Diphenylglutaraldehyde).